From a dataset of the Open Reaction Database (ORD), a public repository of structured organic reaction records. describe an organic reaction: reactants, conditions, products, and yield Starting materials: C#Cc1ccccc1, CCOC(C)=O, [Cu]I, CC(C)n1cc(-c2nc(C(N)=O)c(N)nc2Cl)ccc1=O, CN(C)C=O, O, Cl[Pd]Cl, c1ccc(P(c2ccccc2)c2ccccc2)cc1, c1ccc(P(c2ccccc2)c2ccccc2)cc1, c1ccc(P(c2ccccc2)c2ccccc2)cc1. Yields the product CC(C)n1cc(-c2nc(C(N)=O)c(N)nc2C#Cc2ccccc2)ccc1=O. Reaction SMILES: [C:22](#[CH:23])[c:24]1[cH:25][cH:26][cH:27][cH:28][cH:29]1.[CH3:98][CH2:99][O:100][C:101]([CH3:102])=[O:103].[Cu:55][I:56].[NH2:1][c:2]1[c:3]([C:19](=[O:20])[NH2:21])[n:4][c:5](-[c:9]2[cH:10][n:11]([CH:16]([CH3:17])[CH3:18])[c:12](=[O:15])[cH:13][cH:14]2)[c:6]([Cl:8])[n:7]1.[O:50]=[CH:51][N:52]([CH3:53])[CH3:54].[OH2:49].[Pd:57]([Cl:58])[Cl:59].[c:30]1([P:31]([c:32]2[cH:33][cH:34][cH:35][cH:36][cH:37]2)[c:38]2[cH:39][cH:40][cH:41][cH:42][cH:43]2)[cH:44][cH:45][cH:46][cH:47][cH:48]1.[c:60]1([P:61]([c:62]2[cH:63][cH:64][cH:65][cH:66][cH:67]2)[c:68]2[cH:69][cH:70][cH:71][cH:72][cH:73]2)[cH:74][cH:75][cH:76][cH:77][cH:78]1.[c:79]1([P:80]([c:81]2[cH:82][cH:83][cH:84][cH:85][cH:86]2)[c:87]2[cH:88][cH:89][cH:90][cH:91][cH:92]2)[cH:93][cH:94][cH:95][cH:96][cH:97]1>>[NH2:1][c:2]1[c:3]([C:19](=[O:20])[NH2:21])[n:4][c:5](-[c:9]2[cH:10][n:11]([CH:16]([CH3:17])[CH3:18])[c:12](=[O:15])[cH:13][cH:14]2)[c:6]([C:23]#[C:22][c:24]2[cH:25][cH:26][cH:27][cH:28][cH:29]2)[n:7]1.